This data is from the Open Reaction Database (ORD), a public repository of structured organic reaction records. The task is: describe an organic reaction: reactants, conditions, products, and yield The reactants are FC1=C(C=C(C=C1)S(=O)(=O)CCC)C#C[Si](C)(C)C ({[2-Fluoro-5-(propylsulfonyl)phenyl]ethynyl}trimethyl silane), BrC1=C(C=CC(=C1)S(=O)(=O)CC(C)C)F (2-Bromo-1-fluoro-4-(2-methyl-propane-1-sulfonyl)-benzene), BrC1=C(C=CC(=C1)S(=O)(=O)CC(C)C)F (2-Bromo-1-fluoro-4-(2-methyl-propane-1-sulfonyl)-benzene), C(C)(C)(C)OC(COC1=C(C=C(C=C1)Cl)C#C)=O (tert-butyl(4-chloro-2-ethynylphenoxy)acetate), C(C)(C)(C)OC(COC1=C(C=C(C=C1)Cl)C#C)=O (tert-butyl(4-chloro-2-ethynylphenoxy)acetate). Yields the product C(C)(C)(C)OC(COC1=C(C=C(C=C1)Cl)C#CC1=C(C=CC(=C1)S(=O)(=O)CC(C)C)F)=O (tert-butyl(4-chloro-2-{[2-fluoro-5-(isobutylsulfonyl)phenyl]ethynyl}phenoxy)acetate). The yield is 99.0%. As a reaction SMILES: FC1C=CC(S(CCC)(=O)=O)=CC=1C#C[Si](C)(C)C.[C:20]([O:24][C:25](=[O:37])[CH2:26][O:27][C:28]1[CH:33]=[CH:32][C:31]([Cl:34])=[CH:30][C:29]=1[C:35]#[CH:36])([CH3:23])([CH3:22])[CH3:21].Br[C:39]1[CH:44]=[C:43]([S:45]([CH2:48][CH:49]([CH3:51])[CH3:50])(=[O:47])=[O:46])[CH:42]=[CH:41][C:40]=1[F:52]>>[C:20]([O:24][C:25](=[O:37])[CH2:26][O:27][C:28]1[CH:33]=[CH:32][C:31]([Cl:34])=[CH:30][C:29]=1[C:35]#[C:36][C:41]1[CH:42]=[C:43]([S:45]([CH2:48][CH:49]([CH3:50])[CH3:51])(=[O:46])=[O:47])[CH:44]=[CH:39][C:40]=1[F:52])([CH3:23])([CH3:22])[CH3:21]. Reported procedure: Following the general method as outlined in Intermediate 107, starting from (4-chloro-2-ethynyl-phenoxy)-acetic acid tert-butyl ester (Intermediate 3) and 2-Bromo-1-fluoro-4-(2-methyl-propane-1-sulfonyl)-benzene (Intermediate 131), the title compound was obtained as a colorless oil in 99% yield after purification by flash column chromatography (silica), eluting with cyclohexane containing increasing amounts of EtOAc. Starting materials: C(C)(=O)O[C@]1(C(COC(C)=O)=O)CC[C@H]2[C@@H]3CCC4=CC(CC[C@]4(C)[C@H]3CC[C@]12C)=O (17,21-diacetoxy-4-pregnene-3,20-dione), C(C)(=O)[O-].[Na+] (sodium acetate), P(Cl)(Cl)(Cl)(Cl)Cl (phosphorus pentachloride). Solvent: C(Cl)Cl (methylene chloride), COCOC (formaldehyde dimethylacetal). Yields the product C(C)(=O)O[C@]1(C(COC(C)=O)=O)CC[C@H]2[C@@H]3CC(C4=CC(CC[C@]4(C)[C@H]3CC[C@]12C)=O)=C (17,21-diacetoxy-6-methylene-4-pregnene-3,20-dione). The yield is 58.9%. RXN SMILES: [C:1]([O:4][C@:5]1([C@:29]2([CH3:30])[C@H:15]([C@H:16]3[C@H:26]([CH2:27][CH2:28]2)[C@:24]2([CH3:25])[C:19](=[CH:20][C:21](=[O:31])[CH2:22][CH2:23]2)[CH2:18][CH2:17]3)[CH2:14][CH2:13]1)[C:6](=[O:12])[CH2:7][O:8][C:9](=[O:11])[CH3:10])(=[O:3])[CH3:2].[C:32]([O-])(=O)C.[Na+].P(Cl)(Cl)(Cl)(Cl)Cl>C(Cl)Cl.COCOC>[C:1]([O:4][C@:5]1([C@:29]2([CH3:30])[C@H:15]([C@H:16]3[C@H:26]([CH2:27][CH2:28]2)[C@:24]2([CH3:25])[C:19](=[CH:20][C:21](=[O:31])[CH2:22][CH2:23]2)[C:18](=[CH2:32])[CH2:17]3)[CH2:14][CH2:13]1)[C:6](=[O:12])[CH2:7][O:8][C:9](=[O:11])[CH3:10])(=[O:3])[CH3:2] |f:1.2|. Reported procedure: A solution of 2.0 g of 17,21-diacetoxy-4-pregnene-3,20-dione in 60 ml of methylene chloride and 60 ml of formaldehyde dimethylacetal is refluxed for 30 hours with 2.0 g of sodium acetate and 12.6 g of phosphorus pentachloride. The mixture is worked up analogously to Example 9, thus isolating 1.21 g of 17,21-diacetoxy-6-methylene-4-pregnene-3,20-dione, mp 227°-228° C. Reactants: BrC1=CC=C2CC(N(CC2=C1)C1=NC(=NC(=C1)N1CCN(CC1)C)N)C (4-(7-bromo-3-methyl-3,4-dihydroisoquinolin-2(1H)-yl)-6-(4-methylpiperazin-1-yl)pyrimidin-2-amine), CC1(OB(OC1(C)C)C=1C=NC(=NC1)C#N)C (5-(4,4,5,5-tetramethyl-1,3,2-dioxaborolan-2-yl)pyrimidine-2-carbonitrile). The product is NC1=NC(=CC(=N1)N1CC2=CC(=CC=C2CC1C)C=1C=NC(=NC1)C#N)N1CCN(CC1)C (5-{2-[2-amino-6-(4-methylpiperazin-1-yl)pyrimidin-4-yl]-3-methyl-1,2,3,4-tetrahydroisoquinolin-7-yl}pyrimidine-2-carbonitrile). Reaction SMILES: Br[C:2]1[CH:11]=[C:10]2[C:5]([CH2:6][CH:7]([CH3:26])[N:8]([C:12]3[CH:17]=[C:16]([N:18]4[CH2:23][CH2:22][N:21]([CH3:24])[CH2:20][CH2:19]4)[N:15]=[C:14]([NH2:25])[N:13]=3)[CH2:9]2)=[CH:4][CH:3]=1.CC1(C)C(C)(C)OB([C:35]2[CH:36]=[N:37][C:38]([C:41]#[N:42])=[N:39][CH:40]=2)O1>>[NH2:25][C:14]1[N:13]=[C:12]([N:8]2[CH:7]([CH3:26])[CH2:6][C:5]3[C:10](=[CH:11][C:2]([C:35]4[CH:36]=[N:37][C:38]([C:41]#[N:42])=[N:39][CH:40]=4)=[CH:3][CH:4]=3)[CH2:9]2)[CH:17]=[C:16]([N:18]2[CH2:19][CH2:20][N:21]([CH3:24])[CH2:22][CH2:23]2)[N:15]=1. Procedure details: This compound was prepared by using procedures analogous to those described for the synthesis of Example 50A starting from 4-(7-bromo-3-methyl-3,4-dihydroisoquinolin-2(1H)-yl)-6-(4-methylpiperazin-1-yl)pyrimidin-2-amine (Peak 2, Example 49, Step 7) and 5-(4,4,5,5-tetramethyl-1,3,2-dioxaborolan-2-yl)pyrimidine-2-carbonitrile (Frontier, Cat. No. C2065). LCMS (M+H)+: m/z=442.2. Reactants: CCCCCCCCc1ccc(C=O)s1, C1CCOC1, CCOC(=O)C=P(c1ccccc1)(c1ccccc1)c1ccccc1. Product: CCCCCCCCc1ccc(C=CC(=O)OCC)s1. As a reaction SMILES: [CH2:1]([CH2:2][CH2:3][CH2:4][CH2:5][CH2:6][CH2:7][CH3:8])[c:9]1[cH:10][cH:11][c:12]([CH:14]=[O:15])[s:13]1.[O:41]1[CH2:42][CH2:43][CH2:44][CH2:45]1.[c:16]1([P:17]([c:18]2[cH:19][cH:20][cH:21][cH:22][cH:23]2)([c:24]2[cH:25][cH:26][cH:27][cH:28][cH:29]2)=[CH:35][C:36](=[O:37])[O:38][CH2:39][CH3:40])[cH:30][cH:31][cH:32][cH:33][cH:34]1>>[CH2:1]([CH2:2][CH2:3][CH2:4][CH2:5][CH2:6][CH2:7][CH3:8])[c:9]1[cH:10][cH:11][c:12]([CH:14]=[CH:35][C:36](=[O:37])[O:38][CH2:39][CH3:40])[s:13]1. Starting materials: BrC(C(=O)OC(C)(CCCCCCCCCCC)C)C (2-methyltridecan-2-yl 2-bromopropanoate), C([O-])(O)=O.[Na+] (sodium bicarbonate), CNC (dimethyl amine). Solvent: C(C)#N (acetonitrile). Run at temperature 27.5 celsius, time 3 hour. Product: CN(C(C(=O)OC(C)(CCCCCCCCCCC)C)C)C (2-methyltridecan-2-yl 2-(dimethylamino)propanoate). The yield is 83.4%. RXN SMILES: Br[CH:2]([CH3:20])[C:3]([O:5][C:6]([CH3:19])([CH2:8][CH2:9][CH2:10][CH2:11][CH2:12][CH2:13][CH2:14][CH2:15][CH2:16][CH2:17][CH3:18])[CH3:7])=[O:4].C(=O)(O)[O-].[Na+].[CH3:26][NH:27][CH3:28]>C(#N)C>[CH3:26][N:27]([CH3:28])[CH:2]([CH3:20])[C:3]([O:5][C:6]([CH3:19])([CH2:8][CH2:9][CH2:10][CH2:11][CH2:12][CH2:13][CH2:14][CH2:15][CH2:16][CH2:17][CH3:18])[CH3:7])=[O:4] |f:1.2|. Procedure: To a stirred solution of 74 (2 g, 5.7 mmol) in acetonitrile (10 mL) was added sodium bicarbonate (0.48 g, 5.74 mmol) and followed by dimethyl amine (40% in water) (10 mL, 88.8 mmol) at 25-30° C. The reaction mixture was stirred for 3 hours at 25-30° C.; the reaction was monitored by TLC. The solid obtained in the reaction mixture was filtered under vacuum. The solvent was concentrated, diluted with ethyl acetate/water and stirred for 15 minutes at 25-30° C. The aqueous and organic layers were se... Reactants: CCO, Cc1csc2c(Cl)ncnc12, NC1Cc2ccccc2C1. Yields the product Cc1csc2c(NC3Cc4ccccc4C3)ncnc12. As a reaction SMILES: [CH3:22][CH2:23][OH:24].[Cl:1][c:2]1[c:3]2[c:4]([n:5][cH:6][n:7]1)[c:8]([CH3:11])[cH:9][s:10]2.[NH2:12][CH:13]1[CH2:14][c:15]2[cH:16][cH:17][cH:18][cH:19][c:20]2[CH2:21]1>>[c:2]1([NH:12][CH:13]2[CH2:14][c:15]3[cH:16][cH:17][cH:18][cH:19][c:20]3[CH2:21]2)[c:3]2[c:4]([n:5][cH:6][n:7]1)[c:8]([CH3:11])[cH:9][s:10]2.